This data is from the Open Reaction Database (ORD), a public repository of structured organic reaction records. The task is: describe an organic reaction: reactants, conditions, products, and yield The reactants are C(C)OC(NCCC=1SC=C(C1)Br)=O ([2-(4-bromo-thiophen-2-yl)-ethyl]-carbamic acid ethyl ester), O=P12OP3(=O)OP(=O)(O1)OP(=O)(O2)O3 (P2O5). Solvent: O=P(Cl)(Cl)Cl (POCl3). The product is BrC1=CSC2=C1C(NCC2)=O (3-Bromo-6,7-dihydro-5H-thieno[3,2-c]pyridin-4-one). Isolated yield 51.6%. As a reaction SMILES: C([O:3][C:4](=O)[NH:5][CH2:6][CH2:7][C:8]1[S:9][CH:10]=[C:11]([Br:13])[CH:12]=1)C.O=P12OP3(OP(OP(O3)(O1)=O)(=O)O2)=O>O=P(Cl)(Cl)Cl>[Br:13][C:11]1[C:12]2[C:4](=[O:3])[NH:5][CH2:6][CH2:7][C:8]=2[S:9][CH:10]=1. Procedure details: Using analogous reaction conditions and workup as described in Example 1, step 4, [2-(4-bromo-thiophen-2-yl)-ethyl]-carbamic acid ethyl ester (I-15c: 6 g, 21.73 mmol) in POCl3 (60 mL) was reacted with P2O5 (6.217 g, 43.782 mmol) to afford the crude product. Purification by column chromatography on silica gel (2% methanol in CHCl3) afforded 2.6 g of the product (52% yield).